Dataset: the Open Reaction Database (ORD), a public repository of structured organic reaction records. Task: describe an organic reaction: reactants, conditions, products, and yield The reactants are F[B-](F)(F)F.C(C)[O+](CC)CC (triethyloxonium tetrafluoroborate), ClC1=C(C=CC(=C1F)Cl)C(=O)N1CC(NCC1)=O (4-[(2,4-Dichloro-3-fluorophenyl)carbonyl]-2-piperazinone), COC1=CC=CC(=N1)C(=O)NN (6-(Methyloxy)-2-pyridinecarbohydrazide). The solvent is ClCCl (Dichloromethane). Conditions: time 18 hour. The product is ClC1=C(C=CC(=C1F)Cl)C(=O)N1CC=2N(CC1)C(=NN2)C2=NC(=CC=C2)OC (7-[(2,4-dichloro-3-fluorophenyl)carbonyl]-3-[6-(methyloxy)-2-pyridinyl]-5,6,7,8-tetrahydro[1,2,4]triazolo[4,3-a]pyrazine). The yield is 78.6%. RXN SMILES: [Cl:1][C:2]1[C:7]([F:8])=[C:6]([Cl:9])[CH:5]=[CH:4][C:3]=1[C:10]([N:12]1[CH2:17][CH2:16][NH:15][C:14](=O)[CH2:13]1)=[O:11].F[B-](F)(F)F.C([O+](CC)CC)C.[CH3:31][O:32][C:33]1[N:38]=[C:37]([C:39]([NH:41][NH2:42])=O)[CH:36]=[CH:35][CH:34]=1>ClCCl>[Cl:1][C:2]1[C:7]([F:8])=[C:6]([Cl:9])[CH:5]=[CH:4][C:3]=1[C:10]([N:12]1[CH2:17][CH2:16][N:15]2[C:39]([C:37]3[CH:36]=[CH:35][CH:34]=[C:33]([O:32][CH3:31])[N:38]=3)=[N:41][N:42]=[C:14]2[CH2:13]1)=[O:11] |f:1.2|. Reported procedure: 4-[(2,4-Dichloro-3-fluorophenyl)carbonyl]-2-piperazinone (I37)(0.25 g, 0.859 mmol) was dissolved in Dichloromethane (DCM) (2.147 ml) and triethyloxonium tetrafluoroborate (0.196 g, 1.031 mmol) was added. The solution was left to stir under an argon atmosphere for 18 hours. 6-(Methyloxy)-2-pyridinecarbohydrazide (I95) (0.172 g, 1.031 mmol) was added and the solution was left to stir under argon for a further 60 minutes. The Dichloromethane was removed under reduced pressure and 1-butanol (2.147 m...